From a dataset of the Open Reaction Database (ORD), a public repository of structured organic reaction records. describe an organic reaction: reactants, conditions, products, and yield Starting materials: C(C)OC=CC(C(F)(F)F)=O (4-ethoxy-1,1,1-trifluoro-3-butene-2-one), CNN (methylhydrazine). Reaction SMILES: C(O[CH:4]=[CH:5][C:6](=O)[C:7]([F:10])([F:9])[F:8])C.[CH3:12][NH:13][NH2:14]>CO>[CH3:12][N:13]1[CH:4]=[CH:5][C:6]([C:7]([F:10])([F:9])[F:8])=[N:14]1. Procedure details: To a mixture of 18 g of 4-ethoxy-1,1,1-trifluoro-3-butene-2-one and 50 ml of methanol was added 5.7 ml of methylhydrazine, and the mixture was heated to reflux for 4 hours. The reaction mixture was allowed to cool to room temperature, concentrated under reduced pressure, and subjected to distillation under reduced pressure (60° C./15 mmHg) to obtain 8.71 g of 1-methyl-3-trifluoromethyl-1H-pyrazole of the formula: Product: CN1N=C(C=C1)C(F)(F)F (1-methyl-3-trifluoromethyl-1H-pyrazole). Solvent: CO (methanol). Starting materials: C(C)OCC=1N=CC2=CC=CC=C2C1 (3-Ethoxymethylisoquinoline), N (ammonia), N (NH3), O (water), [N+](=O)(O)[O-] (nitric acid). Solvent: S(O)(O)(=O)=O (sulphuric acid), S(O)(O)(=O)=O (sulphuric acid). Run at temperature 0 celsius, time 16 hour. Product: C(C)OCC=1N=CC2=CC=CC(=C2C1)[N+](=O)[O-] (3- Ethoxymethyl-5-nitroisoquinoline). As a reaction SMILES: [CH2:1]([O:3][CH2:4][C:5]1[N:6]=[CH:7][C:8]2[C:13]([CH:14]=1)=[CH:12][CH:11]=[CH:10][CH:9]=2)[CH3:2].[N+:15]([O-])([OH:17])=[O:16].O.N>S(=O)(=O)(O)O>[CH2:1]([O:3][CH2:4][C:5]1[N:6]=[CH:7][C:8]2[C:13]([CH:14]=1)=[C:12]([N+:15]([O-:17])=[O:16])[CH:11]=[CH:10][CH:9]=2)[CH3:2]. Procedure details: 3-Ethoxymethylisoquinoline (31 g) is dissolved in 95% sulphuric acid (density 1.83; 100 cc). The solution is cooled to 0° C. and a mixture of 95% sulphuric acid (density 1.83; 35 cc) and 70% nitric acid (density 1.42; 10.2 cc) is added dropwise in the course of 30 minutes so as not to exceed 10° C. Stirring is continued for 16 hours whilst allowing the temperature to return to about 20° C. The mixture is then poured into a mixture of ice and water (1 liter), and an ammonia solution containing 20... Reactants: C1CCOC1, COC(=O)c1cc(=O)[nH]o1, Cc1onc(-c2ccc(F)cc2)c1CO, CCOC(=O)N=NC(=O)OCC, c1ccc(P(c2ccccc2)c2ccccc2)cc1. The product is COC(=O)c1cc(OCc2c(-c3ccc(F)cc3)noc2C)no1. RXN SMILES: [CH2:57]1[O:58][CH2:59][CH2:60][CH2:61]1.[CH3:16][O:17][C:18](=[O:19])[c:20]1[cH:21][c:22](=[O:25])[nH:23][o:24]1.[F:1][c:2]1[cH:3][cH:4][c:5](-[c:8]2[n:9][o:10][c:11]([CH3:15])[c:12]2[CH2:13][OH:14])[cH:6][cH:7]1.[O:45]=[C:46]([O:47][CH2:48][CH3:49])[N:50]=[N:51][C:52]([O:53][CH2:54][CH3:55])=[O:56].[c:26]1([P:27]([c:28]2[cH:29][cH:30][cH:31][cH:32][cH:33]2)[c:34]2[cH:35][cH:36][cH:37][cH:38][cH:39]2)[cH:40][cH:41][cH:42][cH:43][cH:44]1>>[F:1][c:2]1[cH:3][cH:4][c:5](-[c:8]2[n:9][o:10][c:11]([CH3:15])[c:12]2[CH2:13][O:14][c:22]2[cH:21][c:20]([C:18]([O:17][CH3:16])=[O:19])[o:24][n:23]2)[cH:6][cH:7]1.